Dataset: the Open Reaction Database (ORD), a public repository of structured organic reaction records. Task: describe an organic reaction: reactants, conditions, products, and yield Starting materials: BrC=1C(=NC=C(C(=O)OC)C1)OCC(F)F (methyl 5-bromo-6-(2,2-difluoroethoxy)nicotinate), C(C)[Zn]CC (diethylzinc), Amine-27. Yields the product FC(COC1=NC=C(C(=O)OC)C=C1CC)F (methyl 6-(2,2-difluoroethoxy)-5-ethylnicotinate). The yield is 88.0%. As a reaction SMILES: Br[C:2]1[C:3]([O:12][CH2:13][CH:14]([F:16])[F:15])=[N:4][CH:5]=[C:6]([CH:11]=1)[C:7]([O:9][CH3:10])=[O:8].[CH2:17]([Zn]CC)[CH3:18]>>[F:15][CH:14]([F:16])[CH2:13][O:12][C:3]1[C:2]([CH2:17][CH3:18])=[CH:11][C:6]([C:7]([O:9][CH3:10])=[O:8])=[CH:5][N:4]=1. Procedure details: The title compound is prepared in 88% yield (660 mg, clear colorless oil) from methyl 5-bromo-6-(2,2-difluoroethoxy)nicotinate (900 mg, 3.0 mmol, Step-2) and diethylzinc instead of dimethylzinc by the similar manner in Step-3 of Amine-27. The reactants are FC(OC1=CC=C(C=C1)B(O)O)(F)F (4-(trifluoromethoxy)-phenylboronic acid), NCC(C)(O)C1CC1 (1-amino-2-cyclopropyl-propan-2-ol), BrC=1C=C(C=NC1Cl)C(=O)O (5-bromo-6-chloro-3-pyridinecarboxylic acid), OCC1CC1 (hydroxymethyl-cyclopropan). The product is C1(CC1)C(CNC(C1=CN=C(C(=C1)C1=CC=C(C=C1)OC(F)(F)F)OCC1CC1)=O)(C)O ((RS)-N-(2-Cyclopropyl-2-hydroxy-propyl)-6-cyclopropylmethoxy-5-(4-trifluoromethoxy-phenyl)-nicotinamide), (RS)-N-(2-cyclopropyl-2-hydroxy-propyl)-6-cyclopropylmethoxy-5-(4-trifluoro-methoxy-phenyl)-nicotinamide. Reaction SMILES: Br[C:2]1[CH:3]=[C:4]([C:9]([OH:11])=O)[CH:5]=[N:6][C:7]=1Cl.[OH:12][CH2:13][CH:14]1[CH2:16][CH2:15]1.[F:17][C:18]([F:30])([F:29])[O:19][C:20]1[CH:25]=[CH:24][C:23](B(O)O)=[CH:22][CH:21]=1.[NH2:31][CH2:32][C:33]([CH:36]1[CH2:38][CH2:37]1)([OH:35])[CH3:34]>>[CH:36]1([C:33]([OH:35])([CH3:34])[CH2:32][NH:31][C:9](=[O:11])[C:4]2[CH:3]=[C:2]([C:23]3[CH:24]=[CH:25][C:20]([O:19][C:18]([F:30])([F:29])[F:17])=[CH:21][CH:22]=3)[C:7]([O:12][CH2:13][CH:14]3[CH2:16][CH2:15]3)=[N:6][CH:5]=2)[CH2:38][CH2:37]1. Procedure details: The title compound was synthesized in analogy to Example 75, using 5-bromo-6-chloro-3-pyridinecarboxylic acid, hydroxymethyl-cyclopropan, 4-(trifluoromethoxy)-phenylboronic acid and 1-amino-2-cyclopropyl-propan-2-ol as starting materials to yield (RS)-N-(2-cyclopropyl-2-hydroxy-propyl)-6-cyclopropylmethoxy-5-(4-trifluoro-methoxy-phenyl)-nicotinamide. MS (ISP) 451.3 (M+H)+. Reactants: BrC=1C=CC(=NC1)NC(C1=C(C(=CC=C1)O)[N+](=O)[O-])=O (N-(5-Bromo-2-pyridyl)-3-hydroxy-2-nitrobenzamide), reduced iron, [Cl-].[NH4+] (ammonium chloride). The solvent is C(C)O (ethanol), O (water). Product: NC1=C(C(=O)NC2=NC=C(C=C2)Br)C=CC=C1O (2-amino-N-(5-bromo-2-pyridyl)-3-hydroxybenzamide). Yield: 6.0%. Reaction SMILES: [Br:1][C:2]1[CH:3]=[CH:4][C:5]([NH:8][C:9](=[O:20])[C:10]2[CH:15]=[CH:14][CH:13]=[C:12]([OH:16])[C:11]=2[N+:17]([O-])=O)=[N:6][CH:7]=1.[Cl-].[NH4+]>C(O)C.O>[NH2:17][C:11]1[C:12]([OH:16])=[CH:13][CH:14]=[CH:15][C:10]=1[C:9]([NH:8][C:5]1[CH:4]=[CH:3][C:2]([Br:1])=[CH:7][N:6]=1)=[O:20] |f:1.2|. Procedure: N-(5-Bromo-2-pyridyl)-3-hydroxy-2-nitrobenzamide (7.71 g) was suspended in 50 ml of ethanol and 22 ml of distilled water, then 12.7 g of reduced iron and 2.45 g of ammonium chloride were added thereto and the mixture was heated to reflux for 6 hours. After it was cooled down to room temperature, insoluble matter was filtered and washed with chloroform. The filtrate was concentrated in vacuo, a saturated aqueous solution of sodium hydrogen carbonate was added thereto, the mixture was extracted wi... Starting materials: CS(=O)(=O)c1ncc2c(n1)N(c1cccc3ccccc13)C(=O)N(c1ccccc1Br)C2, Nc1ccccc1. Product: O=C1N(c2ccccc2Br)Cc2cnc(Nc3ccccc3)nc2N1c1cccc2ccccc12. As a reaction SMILES: [Br:1][c:2]1[c:3]([N:8]2[C:9](=[O:32])[N:10]([c:22]3[cH:23][cH:24][cH:25][c:26]4[cH:27][cH:28][cH:29][cH:30][c:31]34)[c:11]3[n:12][c:13]([S:18]([CH3:19])(=[O:20])=[O:21])[n:14][cH:15][c:16]3[CH2:17]2)[cH:4][cH:5][cH:6][cH:7]1.[NH2:33][c:34]1[cH:35][cH:36][cH:37][cH:38][cH:39]1>>[Br:1][c:2]1[c:3]([N:8]2[C:9](=[O:32])[N:10]([c:22]3[cH:23][cH:24][cH:25][c:26]4[cH:27][cH:28][cH:29][cH:30][c:31]34)[c:11]3[n:12][c:13]([NH:33][c:34]4[cH:35][cH:36][cH:37][cH:38][cH:39]4)[n:14][cH:15][c:16]3[CH2:17]2)[cH:4][cH:5][cH:6][cH:7]1.